This data is from the Open Reaction Database (ORD), a public repository of structured organic reaction records. The task is: describe an organic reaction: reactants, conditions, products, and yield Starting materials: O=C(O)c1cn2c3c(cccc3c1=O)C1CCCCC12, O=[N+]([O-])O, O=S(=O)(O)O. The product is O=C(O)c1cn2c3c(ccc([N+](=O)[O-])c3c1=O)C1CCCCC12. RXN SMILES: [O:1]=[c:2]1[c:3]([C:18](=[O:19])[OH:20])[cH:4][n:5]2[c:6]3[c:7]1[cH:8][cH:9][cH:10][c:11]3[CH:12]1[CH2:13][CH2:14][CH2:15][CH2:16][CH:17]21.[OH:21][N+:22]([O-:23])=[O:24].[S:25](=[O:26])(=[O:27])([OH:28])[OH:29]>>[O:1]=[c:2]1[c:3]([C:18](=[O:19])[OH:20])[cH:4][n:5]2[c:6]3[c:7]1[c:8]([N+:22](=[O:21])[O-:23])[cH:9][cH:10][c:11]3[CH:12]1[CH2:13][CH2:14][CH2:15][CH2:16][CH:17]21. Reactants: Intermediate 14, ClC1=NC=CC(=N1)C1=C(N=C(S1)C(C)C)C=1C=CC(=C(C1)N)F ({5-[5-(2-chloro-4-pyrimidinyl)-2-(1-methylethyl)-1,3-thiazol-4-yl]-2-fluorophenyl}amine), C1(CC1)S(=O)(=O)Cl (cyclopropanesulfonyl chloride). The product is ClC1=NC=CC(=N1)C1=C(N=C(S1)C(C)C)C=1C=C(C=CC1)NS(=O)(=O)C1CC1 (N-{3-[5-(2-Chloro-4-pyrimidinyl)-2-(1-methylethyl)-1,3-thiazol-4-yl]phenyl}cyclopropanesulfonamide). Reaction SMILES: [Cl:1][C:2]1[N:7]=[C:6]([C:8]2[S:12][C:11]([CH:13]([CH3:15])[CH3:14])=[N:10][C:9]=2[C:16]2[CH:17]=[CH:18][C:19](F)=[C:20]([NH2:22])[CH:21]=2)[CH:5]=[CH:4][N:3]=1.[CH:24]1([S:27](Cl)(=[O:29])=[O:28])[CH2:26][CH2:25]1>>[Cl:1][C:2]1[N:7]=[C:6]([C:8]2[S:12][C:11]([CH:13]([CH3:15])[CH3:14])=[N:10][C:9]=2[C:16]2[CH:21]=[C:20]([NH:22][S:27]([CH:24]3[CH2:26][CH2:25]3)(=[O:29])=[O:28])[CH:19]=[CH:18][CH:17]=2)[CH:5]=[CH:4][N:3]=1. Procedure: Following a procedure analogous to the procedure described in Intermediate 14 using {5-[5-(2-chloro-4-pyrimidinyl)-2-(1-methylethyl)-1,3-thiazol-4-yl]-2-fluorophenyl}amine (283 mg, 0.811 mmol) and cyclopropanesulfonyl chloride (114 mg, 0.811 mmol) the title compound was obtained as a white solid (247 mg, 67% yield). MS (ESI): 453.3 [M+H]+. Starting materials: Cl (hydrochloric acid), N1C=C(C2=CC=CC=C12)CCCC(=O)O (3-indolebutyric acid), C([O-])([O-])=O.[K+].[K+] (potassium carbonate), C(C1=CC=CC=C1)Br (benzylbromide). Run in CN(C=O)C (dimethylformamide). Reaction conditions: time 4 hour. Yields the product N1C=C(C2=CC=CC=C12)CCCC(=O)OCC1=CC=CC=C1 (benzyl 4-(3-indolyl)butyrate). The yield is 94.1%. RXN SMILES: [NH:1]1[C:9]2[C:4](=[CH:5][CH:6]=[CH:7][CH:8]=2)[C:3]([CH2:10][CH2:11][CH2:12][C:13]([OH:15])=[O:14])=[CH:2]1.C(=O)([O-])[O-].[K+].[K+].[CH2:22](Br)[C:23]1[CH:28]=[CH:27][CH:26]=[CH:25][CH:24]=1.Cl>CN(C)C=O>[NH:1]1[C:9]2[C:4](=[CH:5][CH:6]=[CH:7][CH:8]=2)[C:3]([CH2:10][CH2:11][CH2:12][C:13]([O:15][CH2:22][C:23]2[CH:28]=[CH:27][CH:26]=[CH:25][CH:24]=2)=[O:14])=[CH:2]1 |f:1.2.3|. Procedure details: To a solution of 3-indolebutyric acid (25 g) and potassium carbonate (20 g) in dimethylformamide (150 ml) was added benzylbromide (21 g) at room temperature. After stirring for 4 hours, the mixture was poured into ice and diluted hydrochloric acid (300 ml). The organic layer was extracted with ethyl acetate (150 ml), and the extract was washed with water (150 ml×3) and dried over magnesium sulfate. After the solvent was removed in vacuo, the residue was crystallized from n-hexane to give a solid...